From a dataset of the Open Reaction Database (ORD), a public repository of structured organic reaction records. describe an organic reaction: reactants, conditions, products, and yield Solvent: C1CCOC1 (THF). Conditions: time 45 minute. Starting materials: C1OC=2C=C(C=CC2O1)C1=C(C(C2=CC=CC=C12)=O)C(=O)OCC (ethyl 3-(3,4-methylenedioxyphenyl)-1-oxoindene-2-carboxylate), FC1=CC=C(C=C1)[Mg]Br (4-fluorophenyl magnesium bromide). The yield is 38.6%. As a reaction SMILES: [CH2:1]1[O:9][C:8]2[CH:7]=[CH:6][C:5]([C:10]3[C:18]4[C:13](=[CH:14][CH:15]=[CH:16][CH:17]=4)[C:12](=O)[C:11]=3[C:20]([O:22]CC)=[O:21])=[CH:4][C:3]=2[O:2]1.[F:25][C:26]1[CH:31]=[CH:30][C:29]([Mg]Br)=[CH:28][CH:27]=1>C1COCC1>[F:25][C:26]1[CH:31]=[CH:30][C:29]([CH:12]2[C:13]3[C:18](=[CH:17][CH:16]=[CH:15][CH:14]=3)[CH:10]([C:5]3[CH:6]=[CH:7][C:8]4[O:9][CH2:1][O:2][C:3]=4[CH:4]=3)[CH:11]2[C:20]([OH:22])=[O:21])=[CH:28][CH:27]=1. The product is FC1=CC=C(C=C1)C1C(C(C2=CC=CC=C12)C1=CC2=C(C=C1)OCO2)C(=O)O (1-(4-Fluorophenyl)-3-(3,4-methylenedioxyphenyl)indane-2-carboxylic acid). Procedure: To a solution of ethyl 3-(3,4-methylenedioxyphenyl)-1-oxoindene-2-carboxylate (100 mg, 0.31 mmol) in THF (5 ml) under an argon atmosphere at 0° C. was added a solution of freshly prepared 4-fluorophenyl magnesium bromide (0.62 mmol). After stirring for 45 min, the mixture was partitioned between 3M HCl and EtOAc. The organic extract was washed successively with H2O, 5% aqueous NaHCO3 and saturated aqueous NaCl. The solvent was removed in vacua, and the residue was purified by flash chromatograph... The reactants are ClC1=C(C(=O)C(C(=O)OCC)=CNC2=C(C=C(C=C2)F)F)C(=CC(=C1F)Cl)F (ethyl 2-(2,4-dichloro-3,6-difluorobenzoyl)-3-(2,4-difluorophenylamino)-acrylate), C([O-])([O-])=O.[K+].[K+] (potassium carbonate), ice water. Solvent: CN(C=O)C (dimethylformamide). Product: ClC1=C2C(C(=CN(C2=CC(=C1F)Cl)C1=C(C=C(C=C1)F)F)C(=O)OCC)=O (ethyl 5,7-dichloro-6-fluoro-1-(2,4-difluorophenyl)-1,4-dihydro-4-oxo-3-quinolinecarboxylate). Yield: 92.8%. As a reaction SMILES: [Cl:1][C:2]1[C:25]([F:26])=[C:24]([Cl:27])[CH:23]=[C:22](F)[C:3]=1[C:4]([C:6](=[CH:12][NH:13][C:14]1[CH:19]=[CH:18][C:17]([F:20])=[CH:16][C:15]=1[F:21])[C:7]([O:9][CH2:10][CH3:11])=[O:8])=[O:5].C(=O)([O-])[O-].[K+].[K+]>CN(C)C=O>[Cl:1][C:2]1[C:25]([F:26])=[C:24]([Cl:27])[CH:23]=[C:22]2[C:3]=1[C:4](=[O:5])[C:6]([C:7]([O:9][CH2:10][CH3:11])=[O:8])=[CH:12][N:13]2[C:14]1[CH:19]=[CH:18][C:17]([F:20])=[CH:16][C:15]=1[F:21] |f:1.2.3|. Reported procedure: 43.6 g of ethyl 2-(2,4-dichloro-3,6-difluorobenzoyl)-3-(2,4-difluorophenylamino)-acrylate are heated in 260 ml of dimethylformamide at 150° C. with 15.2 g of potassium carbonate for 2.5 hours. The mixture is poured into 1 liter of ice-water and the precipitate is filtered off with suction, washed with water and dried. 38.6 g of ethyl 5,7-dichloro-6-fluoro-1-(2,4-difluorophenyl)-1,4-dihydro-4-oxo-3-quinolinecarboxylate are obtained. The reactants are CC(=O)O, COc1cc(C=O)cc(OC)c1OC. Yields the product COc1cc(C)cc(OC)c1OC. As a reaction SMILES: [CH3:15][C:16](=[O:17])[OH:18].[CH3:1][O:2][c:3]1[cH:4][c:5]([CH:6]=[O:7])[cH:8][c:9]([O:13][CH3:14])[c:10]1[O:11][CH3:12]>>[CH3:1][O:2][c:3]1[cH:4][c:5]([CH3:6])[cH:8][c:9]([O:13][CH3:14])[c:10]1[O:11][CH3:12]. Reactants: CC(=O)[O-], Cc1ccccc1, CC(=O)O, O=c1c(-c2ccc(Cl)nc2)c[nH]n1-c1ccccn1, [NH4+]. Yields the product O=c1c(-c2ccc(O)nc2)c[nH]n1-c1ccccn1. Reaction SMILES: [CH3:21][C:22]([O-:23])=[O:24].[CH3:25][c:26]1[cH:27][cH:28][cH:29][cH:30][cH:31]1.[CH3:32][C:33](=[O:34])[OH:35].[Cl:1][c:2]1[cH:3][cH:4][c:5](-[c:8]2[c:9](=[O:19])[n:10](-[c:13]3[n:14][cH:15][cH:16][cH:17][cH:18]3)[nH:11][cH:12]2)[cH:6][n:7]1.[NH4+:20]>>[c:2]1([OH:23])[cH:3][cH:4][c:5](-[c:8]2[c:9](=[O:19])[n:10](-[c:13]3[n:14][cH:15][cH:16][cH:17][cH:18]3)[nH:11][cH:12]2)[cH:6][n:7]1. Starting materials: BrB(Br)Br, COc1ccc(Oc2ccc(Cl)cc2)cc1, ClCCl. The product is Oc1ccc(Oc2ccc(Cl)cc2)cc1. Reaction SMILES: [B:1]([Br:2])([Br:3])[Br:4].[CH3:5][O:6][c:7]1[cH:8][cH:9][c:10]([O:13][c:14]2[cH:15][cH:16][c:17]([Cl:20])[cH:18][cH:19]2)[cH:11][cH:12]1.[Cl:21][CH2:22][Cl:23]>>[OH:6][c:7]1[cH:8][cH:9][c:10]([O:13][c:14]2[cH:15][cH:16][c:17]([Cl:20])[cH:18][cH:19]2)[cH:11][cH:12]1. The reactants are BrC1=CC=C(C=C1)C1=CC=2C=CC3=CC=CC=C3C2C=C1 (2-(4-bromophenyl)phenanthrene), BrC=1C=C(C=CC1)I (3-bromoiodobenzene). The product is BrC=1C=C(C=CC1)C1=CC=2C=CC3=CC=CC=C3C2C=C1 (2-(3-bromophenyl)phenanthrene). As a reaction SMILES: BrC1C=CC([C:8]2[CH:21]=[CH:20][C:19]3[C:18]4[C:13](=[CH:14][CH:15]=[CH:16][CH:17]=4)[CH:12]=[CH:11][C:10]=3[CH:9]=2)=CC=1.[Br:22][C:23]1[CH:24]=[C:25](I)[CH:26]=[CH:27][CH:28]=1>>[Br:22][C:23]1[CH:28]=[C:27]([C:8]2[CH:21]=[CH:20][C:19]3[C:18]4[C:13](=[CH:14][CH:15]=[CH:16][CH:17]=4)[CH:12]=[CH:11][C:10]=3[CH:9]=2)[CH:26]=[CH:25][CH:24]=1. Procedure details: Synthesis was performed in the same manner as in the synthesis of 2-(4-bromophenyl)phenanthrene except that 3-bromoiodobenzene was used instead of 4-bromoiodobenzene. Starting materials: C(C)OCC (diethyl ether), [OH-].[Na+] (NaOH), C(C)(=O)OC1=CC=C(C=C1)S(=O)(=O)ON=C(C#N)C=1SC=CC1 (α-(4-Acetoxybenzenesulfonyloxyimino)thien-2-ylacetonitrile), Cl (hydrochloric acid). Solvent: O (water), O (water), O1CCCC1 (tetrahydrofuran). Run at time 1 hour. Product: OC1=CC=C(C=C1)S(=O)(=O)ON=C(C#N)C=1SC=CC1 (α-(4-Hydroxybenzenesulfonyloxyimino)thien-2-ylacetonitrile). Yield: 68.9%. As a reaction SMILES: [OH-].[Na+].C([O:6][C:7]1[CH:12]=[CH:11][C:10]([S:13]([O:16][N:17]=[C:18]([C:21]2[S:22][CH:23]=[CH:24][CH:25]=2)[C:19]#[N:20])(=[O:15])=[O:14])=[CH:9][CH:8]=1)(=O)C.Cl.C(OCC)C>O.O1CCCC1>[OH:6][C:7]1[CH:12]=[CH:11][C:10]([S:13]([O:16][N:17]=[C:18]([C:21]2[S:22][CH:23]=[CH:24][CH:25]=2)[C:19]#[N:20])(=[O:15])=[O:14])=[CH:9][CH:8]=1 |f:0.1|. Reported procedure: With vigorous stirring, a solution of 12 g of NaOH in 20 ml of water is added to a solution of 27 g (0.08 mole) of α-(4-acetoxybenzenesulfonyloxyimino)thienylacetonitrile (3c) in 125 ml of tetrahydrofuran. After 1 hour, the reaction mixture is acidified with 20% hydrochloric acid and, after the addition of water and diethyl ether, the phases are separated. The aqueous phase is extracted with ether, the combined organic phases are dried over MgSO4, and the solvent is distilled off. The residual c...